This data is from the Open Reaction Database (ORD), a public repository of structured organic reaction records. The task is: describe an organic reaction: reactants, conditions, products, and yield RXN SMILES: [CH2:1]([CH3:2])[NH:3][CH2:4][CH3:5].[CH:12]([Cl:13])([Cl:14])[Cl:15].[Cl:6][CH:7]([C:8](=[O:9])[Cl:10])[CH3:11]>>[CH2:1]([CH3:2])[N:3]([CH2:4][CH3:5])[C:8]([CH:7]([Cl:6])[CH3:11])=[O:9]. Starting materials: CCNCC, ClC(Cl)Cl, CC(Cl)C(=O)Cl. The product is CCN(CC)C(=O)C(C)Cl.